This data is from the Open Reaction Database (ORD), a public repository of structured organic reaction records. The task is: describe an organic reaction: reactants, conditions, products, and yield The reactants are C(C)N(C(C1=CN=C(C=C1)C=CC1=C(C=CC=C1)[N+](=O)[O-])=O)CC (N,N-diethyl-6-(o-nitrostyryl)nicotinamide), Example 2 ( a ), NC1=C(CCC2=NC=CC=C2)C=CC=C1 (2(o-aminophenethyl)pyridine). The reagents and catalysts are [Pd] (palladium on carbon). Run in C(C)O (ethanol). The product is NC1=C(CCC2=NC=C(C(=O)N(CC)CC)C=C2)C=CC=C1 (6-(o-aminophenethyl)-N,N-diethylnicotinamide). Reaction SMILES: [CH2:1]([N:3]([CH2:23][CH3:24])[C:4](=[O:22])[C:5]1[CH:10]=[CH:9][C:8]([CH:11]=[CH:12][C:13]2[CH:18]=[CH:17][CH:16]=[CH:15][C:14]=2[N+:19]([O-])=O)=[N:7][CH:6]=1)[CH3:2].NC1C=CC=CC=1CCC1C=CC=CN=1>[Pd].C(O)C>[NH2:19][C:14]1[CH:15]=[CH:16][CH:17]=[CH:18][C:13]=1[CH2:12][CH2:11][C:8]1[CH:9]=[CH:10][C:5]([C:4]([N:3]([CH2:23][CH3:24])[CH2:1][CH3:2])=[O:22])=[CH:6][N:7]=1. Procedure: N,N-diethyl-6-(o-nitrostyryl)nicotinamide (16.3 g., 0.05 mole) reduced in 150 ml. of ethanol employing 0.1 g. of 10% palladium on carbon catalyst according to the procedure described in Example 2 (a) for 2(o-aminophenethyl)pyridine provides 6-(o-aminophenethyl)-N,N-diethylnicotinamide base. Addition of ethanolic hydrogen chloride to the nicotinamide base in ethanol provides 6-(o-aminophenethyl)-N,N-diethylnicotinamide dihydrochloride, m.p. 224°-226° C. (corr.). The reactants are OC(CC(=O)O)(C)C (β-hydroxyisovaleric acid), CO.Cl (hydrochloric acid methanol). Run at time 8 hour. Product: OC(CC(=O)OC)(C)C (methyl β-hydroxyisovalerate). RXN SMILES: [OH:1][C:2]([CH3:8])([CH3:7])[CH2:3][C:4]([OH:6])=[O:5].[CH3:9]O.Cl>>[OH:1][C:2]([CH3:8])([CH3:7])[CH2:3][C:4]([O:6][CH3:9])=[O:5] |f:1.2|. Reported procedure: In 50 ml of 7 wt. % hydrochloric acid methanol solution was dissolved 1.18 g of β-hydroxyisovaleric acid, and an reaction was allowed to proceed at room temperature overnight. The solvent was removed from the solution as reacted by distillation under a reduced pressure to obtain 1.30 g of crude methyl β-hydroxyisovalerate. The crude methyl β-hydroxyisovalerate was dissolved in diethyl ether, and 0.91 g of 3,4-dihydro-2H-pyran and a catalytic amount of p-toluenesulfonic acid were added thereto. S... The reactants are CO (methanol), C[Al](C)C (Trimethylaluminum), [Cl-].[NH4+] (ammonium chloride), ClC1=CC=C2C(=NN(C2=C1)CCC(C(F)(F)F)(F)F)C#N (6-chloro-1-(3,3,4,4,4-pentafluorobutyl)-1H-indazole-3-carbonitrile). The solvent is C1(=CC=CC=C1)C (toluene). Run at temperature 0 celsius, time 3 hour. Yields the product ClC1=CC=C2C(=NN(C2=C1)CCC(C(F)(F)F)(F)F)C(N)=N (6-chloro-1-(3,3,4,4,4-pentafluorobutyl)-1H-indazole-3-carboximidamide). RXN SMILES: C[Al](C)C.[Cl-].[NH4+:6].[Cl:7][C:8]1[CH:16]=[C:15]2[C:11]([C:12]([C:26]#[N:27])=[N:13][N:14]2[CH2:17][CH2:18][C:19]([F:25])([F:24])[C:20]([F:23])([F:22])[F:21])=[CH:10][CH:9]=1.CO>C1(C)C=CC=CC=1>[Cl:7][C:8]1[CH:16]=[C:15]2[C:11]([C:12]([C:26](=[NH:6])[NH2:27])=[N:13][N:14]2[CH2:17][CH2:18][C:19]([F:25])([F:24])[C:20]([F:21])([F:23])[F:22])=[CH:10][CH:9]=1 |f:1.2|. Reported procedure: Trimethylaluminum (2.0M in toluene, 23.17 mL, 46.3 mmol) was added dropwise to a suspension of ammonium chloride (2.49 g, 46.5 mmol) in 69 mL toluene cooled to 0° C. The solution was then stirred at room temperature for 3 hours. This solution was then added to the intermediate from Step D (3.0 g, 9.27 mmol) and then heated at 110° C. for 6 hours. The solution was then cooled to room temperature and carefully poured to silica gel (ca 150 mL) and methanol (ca 250 mL). After stirring for 1.5 hours ... The reactants are NC1=CC=C(C=CC#N)C=C1 (4-amino-cinnamonitrile), Be sulphuric acid, [OH-].[Na+] (sodium hydroxide). Run in O (water), O (water). Run at temperature 20 celsius. Yields the product NC1=CC=C(C=CC(=O)N)C=C1 (4-amino-cinnamamide). RXN SMILES: [NH2:1][C:2]1[CH:11]=[CH:10][C:5]([CH:6]=[CH:7][C:8]#[N:9])=[CH:4][CH:3]=1.[OH-:12].[Na+]>O>[NH2:1][C:2]1[CH:3]=[CH:4][C:5]([CH:6]=[CH:7][C:8]([NH2:9])=[O:12])=[CH:10][CH:11]=1 |f:1.2|. Procedure details: 72 parts of 4-amino-cinnamonitrile are gradually added to 85 parts of 66° Be sulphuric acid diluted by 15 parts of water. The temperature rises of itself to 100°-105° C. It is maintained up to the end of the addition, then heated for 50 minutes at 100°-105° C., cooled to 20° C. and run on to 100 parts of water and 200 parts of ice. The product is neutralised by adding 170 parts of a 35° Be solution of sodium hydroxide, the temperature being maintained at 10°-20° C. and the solid is then filtered... Reactants: C(=O)([O-])[O-].[K+].[K+] (K2CO3), [BH3-]C#N.[Na+] (NaBH3CN), COC=1C(=CC2=C(CCN(CC2C)C(C(F)(F)F)=O)N1)N (2-methoxy-5-methyl-7-(trifluoroacetyl)-6,7,8,9-tetrahydro-5H-pyrido[2,3-d]azepin-3-amine), C=O (HCHO). Run in CC#N (MeCN), CC(=O)O (HOAc). Reaction conditions: time 3 hour. Product: COC=1C(=CC2=C(CCN(CC2C)C(C(F)(F)F)=O)N1)N(C)C (2-methoxy-N,N,5-trimethyl-7-(trifluoroacetyl)-6,7,8,9-tetrahydro-5H-pyrido[2,3-d]azepin-3-amine). The yield is 86.0%. As a reaction SMILES: [BH3-][C:2]#[N:3].[Na+].[CH3:5][O:6][C:7]1[C:8](N)=[CH:9][C:10]2[CH:16]([CH3:17])[CH2:15][N:14]([C:18](=[O:23])[C:19]([F:22])([F:21])[F:20])[CH2:13][CH2:12][C:11]=2[N:24]=1.C=O.[C:28]([O-])([O-])=O.[K+].[K+]>CC#N.CC(O)=O>[CH3:5][O:6][C:7]1[C:8]([N:3]([CH3:2])[CH3:28])=[CH:9][C:10]2[CH:16]([CH3:17])[CH2:15][N:14]([C:18](=[O:23])[C:19]([F:22])([F:21])[F:20])[CH2:13][CH2:12][C:11]=2[N:24]=1 |f:0.1,4.5.6|. Reported procedure: NaBH3CN (63.0 mg, 990 μmol) was added portionwise at room temperature to a solution of 2-methoxy-5-methyl-7-(trifluoroacetyl)-6,7,8,9-tetrahydro-5H-pyrido[2,3-d]azepin-3-amine (100 mg, 330 μmol) and HCHO (37% in H2O, 2.31 mmol) in MeCN (1 ml). The mixture was stirred at room temperature for 15 min before slow addition of HOAc (0.2 ml). The reaction was stirred at room temperature for an additional 3 h and was basified with aq. K2CO3 and extracted with DCM. The organic layer was washed with water... Starting materials: C[Si](C)(C)CCOCn1nc(CNC2CN3CCC2CC3)c2c(C(=O)[O-])cc(Br)cc21, CC(C)O, Cl, [Li+]. Product: O=C(O)c1cc(Br)cc2[nH]nc(CNC3CN4CCC3CC4)c12. RXN SMILES: [Br:1][c:2]1[cH:3][c:4]([C:29](=[O:30])[O-:31])[c:5]2[c:6]([CH2:19][NH:20][CH:21]3[CH2:22][N:23]4[CH2:24][CH2:25][CH:26]3[CH2:27][CH2:28]4)[n:7][n:8]([CH2:11][O:12][CH2:13][CH2:14][Si:15]([CH3:16])([CH3:17])[CH3:18])[c:9]2[cH:10]1.[CH3:34][CH:35]([OH:36])[CH3:37].[ClH:33].[Li+:32]>>[Br:1][c:2]1[cH:3][c:4]([C:29](=[O:30])[OH:31])[c:5]2[c:6]([CH2:19][NH:20][CH:21]3[CH2:22][N:23]4[CH2:24][CH2:25][CH:26]3[CH2:27][CH2:28]4)[n:7][nH:8][c:9]2[cH:10]1. Starting materials: C(C)(C)(C)C1=CC=C(C=C1)S(=O)(=O)NC1=NC(=NC(=C1OC1=C(C=CC=C1)OC)OCCN)C (4-tert.-butyl-N-[6-(2-aminoethoxy)-5-(o-methoxyphenoxy)-2-methyl-4-pyrimidinyl]-benzene sulfonamide), C(C)S(=O)(=O)Cl (ethanesulfonylchloride). The product is C(C)(C)(C)C1=CC=C(C=C1)S(=O)(=O)NC1=NC(=NC(=C1OC1=C(C=CC=C1)OC)OCCNS(=O)(=O)CC)C (4-tert.-butyl-N-[6-(2-(ethanesulfonylamino)-ethoxy)-5-(o-methoxyphenoxy)-2-methyl-4-pyrimidinyl]-benzene sulfonamide). RXN SMILES: [C:1]([C:5]1[CH:10]=[CH:9][C:8]([S:11]([NH:14][C:15]2[C:20]([O:21][C:22]3[CH:27]=[CH:26][CH:25]=[CH:24][C:23]=3[O:28][CH3:29])=[C:19]([O:30][CH2:31][CH2:32][NH2:33])[N:18]=[C:17]([CH3:34])[N:16]=2)(=[O:13])=[O:12])=[CH:7][CH:6]=1)([CH3:4])([CH3:3])[CH3:2].[CH2:35]([S:37](Cl)(=[O:39])=[O:38])[CH3:36]>>[C:1]([C:5]1[CH:10]=[CH:9][C:8]([S:11]([NH:14][C:15]2[C:20]([O:21][C:22]3[CH:27]=[CH:26][CH:25]=[CH:24][C:23]=3[O:28][CH3:29])=[C:19]([O:30][CH2:31][CH2:32][NH:33][S:37]([CH2:35][CH3:36])(=[O:39])=[O:38])[N:18]=[C:17]([CH3:34])[N:16]=2)(=[O:12])=[O:13])=[CH:7][CH:6]=1)([CH3:4])([CH3:3])[CH3:2]. Reported procedure: According to the procedure described in Example 4a) 103 mg 4-tert.-butyl-N-[6-(2-aminoethoxy)-5-(o-methoxyphenoxy)-2-methyl-4-pyrimidinyl]-benzene sulfonamide was reacted with ethanesulfonylchloride to give 92 mg 4-tert.-butyl-N-[6-(2-(ethanesulfonylamino)-ethoxy)-5-(o-methoxyphenoxy)-2-methyl-4-pyrimidinyl]-benzene sulfonamide. LC-MS: tR=5.12 min, [M+1]+=579.60, [M−1]−=577.72.